This data is from the Open Reaction Database (ORD), a public repository of structured organic reaction records. The task is: describe an organic reaction: reactants, conditions, products, and yield Reactants: C(C1=CC=CC=C1)ON1C([C@H]([C@@H]1C)NC(=O)OC(C)(C)C)=O ((3S-trans)-N-benzyloxy-3-t-butoxycarbonylamino-4-methylazetidinone), [H][H] (hydrogen). The reagents and catalysts are [Pd] (palladium on charcoal). Run in C(C)O (ethanol). The product is C(C)(C)(C)OC(=O)N[C@@H]1C(N([C@H]1C)O)=O ((3S-trans)-3-t-Butoxycarbonylamino-1-hydroxy-4-methylazetidinone). Isolated yield 79.0%. Reaction SMILES: C([O:8][N:9]1[C@@H:12]([CH3:13])[C@H:11]([NH:14][C:15]([O:17][C:18]([CH3:21])([CH3:20])[CH3:19])=[O:16])[C:10]1=[O:22])C1C=CC=CC=1.[H][H]>C(O)C.[Pd]>[C:18]([O:17][C:15]([NH:14][C@H:11]1[C@H:12]([CH3:13])[N:9]([OH:8])[C:10]1=[O:22])=[O:16])([CH3:20])([CH3:19])[CH3:21]. Procedure: A solution of 9.18 g of (3S-trans)-N-benzyloxy-3-t-butoxycarbonylamino-4-methylazetidinone in 300 ml of 95% ethanol was stirred in an atmosphere of hydrogen with 1.85 g of 1% palladium on charcoal. After 141 minutes the slurry was filtered and evaporated in vacuo. The residue was recrystallized from ether-hexane to yield 5.12 g of the title compound. The reactants are C(CCC)OC(=O)NCC#CCNC(C)=N (1-Butoxycarbonylamino-4-(1-iminoethylamino)but-2-yne), Cl.O1CCOCC1 (HCl dioxane), 1h. Reaction conditions: time 1 hour. The product is NCC#CCNC(C)=N (1-Amino-4-(1-iminoethylamino)but-2-yne). Reaction SMILES: C(OC([NH:8][CH2:9][C:10]#[C:11][CH2:12][NH:13][C:14](=[NH:16])[CH3:15])=O)CCC.Cl.O1CCOCC1>>[NH2:8][CH2:9][C:10]#[C:11][CH2:12][NH:13][C:14](=[NH:16])[CH3:15] |f:1.2|. Procedure details: 1-Butoxycarbonylamino-4-(1-iminoethylamino)but-2-yne (0.332 g) was deprotected by treatment with 4 N HCl/dioxane (3 ml) at 0° C. and stirring at 0° C. for 1h then at room temperature for 1h. After this time the mother liquor was decanted off and the sticky residue subjected to an oil pump vacuum to remove residual solvent. The resulting material was triturated with dry diethyl ether (×2), filtered off and washed with more dry diethyl ether. The yellow solid was finally dried in a drying pistol t...